From a dataset of the Open Reaction Database (ORD), a public repository of structured organic reaction records. describe an organic reaction: reactants, conditions, products, and yield The reactants are solution, [F-].C(CCC)[N+](CCCC)(CCCC)CCCC (tetrabutylammonium fluoride), ClC=1C=CC(=NC1)C1=CC(OC2=CC(=CC=C12)O[Si](C)(C)C(C)(C)C)(C)C (4-(5-chloropyridin-2-yl)-2,2-dimethyl-7-(tert-butyldimethylsilyloxy)-2H-chromen). Run in O1CCCC1 (tetrahydrofuran), O1CCCC1 (tetrahydrofuran), [Cl-].[NH4+] (ammonium chloride). Conditions: temperature 0 celsius. Product: ClC=1C=CC(=NC1)C1=CC(OC2=CC(=CC=C12)O)(C)C (4-(5-chloropyridin-2-yl)-7-hydroxy-2,2-dimethyl-2H-chromen). Reaction SMILES: [Cl:1][C:2]1[CH:3]=[CH:4][C:5]([C:8]2[C:17]3[C:12](=[CH:13][C:14]([O:18][Si](C(C)(C)C)(C)C)=[CH:15][CH:16]=3)[O:11][C:10]([CH3:27])([CH3:26])[CH:9]=2)=[N:6][CH:7]=1.[F-].C([N+](CCCC)(CCCC)CCCC)CCC>O1CCCC1.[Cl-].[NH4+]>[Cl:1][C:2]1[CH:3]=[CH:4][C:5]([C:8]2[C:17]3[C:12](=[CH:13][C:14]([OH:18])=[CH:15][CH:16]=3)[O:11][C:10]([CH3:27])([CH3:26])[CH:9]=2)=[N:6][CH:7]=1 |f:1.2,4.5|. Procedure: To a solution of the compound obtained in (2) described above (2 g) in tetrahydrofuran (20 mL) was added 1M solution of tetrabutylammonium fluoride in tetrahydrofuran (10 mL) under stirring at 0° C. and the mixture was stirred at the same temperature for 3 hours. The reaction solution was diluted with an aqueous solution of ammonium chloride (50 mL) and extracted with ethyl acetate (30 mL×3). The combined organic layer was dried over sodium sulfate and concentrated in vacuo to give the titled co... Reactants: NNC(=O)c1ccc(Br)cc1, O=C(Cl)c1ccccc1, CN1CCCC1=O, O. Yields the product O=C(NNC(=O)c1ccc(Br)cc1)c1ccccc1. Reaction SMILES: [Br:1][c:2]1[cH:3][cH:4][c:5]([C:6](=[O:7])[NH:8][NH2:9])[cH:10][cH:11]1.[C:19]([c:20]1[cH:21][cH:22][cH:23][cH:24][cH:25]1)(=[O:26])[Cl:27].[CH3:12][N:13]1[CH2:14][CH2:15][CH2:16][C:17]1=[O:18].[OH2:28]>>[Br:1][c:2]1[cH:3][cH:4][c:5]([C:6](=[O:7])[NH:8][NH:9][C:19]([c:20]2[cH:21][cH:22][cH:23][cH:24][cH:25]2)=[O:26])[cH:10][cH:11]1. Starting materials: COc1cccc(C=O)c1, COc1cccc2c1C(=O)OC2, ClC(Cl)Cl, COC(=O)C=P(c1ccccc1)(c1ccccc1)c1ccccc1. Yields the product COC(=O)C=Cc1c(CO)cccc1OC. Reaction SMILES: [CH3:13][O:14][c:15]1[cH:16][c:17]([CH:21]=[O:22])[cH:18][cH:19][cH:20]1.[CH3:1][O:2][c:3]1[cH:4][cH:5][cH:6][c:7]2[c:12]1[C:10](=[O:11])[O:9][CH2:8]2.[CH:47]([Cl:48])([Cl:49])[Cl:50].[c:23]1([P:24]([c:25]2[cH:26][cH:27][cH:28][cH:29][cH:30]2)([c:31]2[cH:32][cH:33][cH:34][cH:35][cH:36]2)=[CH:42][C:43](=[O:44])[O:45][CH3:46])[cH:37][cH:38][cH:39][cH:40][cH:41]1>>[CH3:1][O:2][c:3]1[cH:4][cH:5][cH:6][c:7]([CH2:8][OH:9])[c:12]1[CH:10]=[CH:42][C:43](=[O:44])[O:45][CH3:46]. Isolated yield 67.0%. As a reaction SMILES: Br[C:2]1[CH:7]=[CH:6][C:5]([C:8]([CH3:16])([CH3:15])[CH2:9][CH2:10][CH2:11][CH2:12][CH2:13][CH3:14])=[CH:4][C:3]=1[O:17][CH2:18][C:19]1[CH:24]=[CH:23][CH:22]=[CH:21][CH:20]=1.[Mg].[CH2:26]([N:33]1[CH2:38][CH2:37][CH2:36][C:35](=[O:39])[CH2:34]1)[C:27]1[CH:32]=[CH:31][CH:30]=[CH:29][CH:28]=1.[Cl-].[NH4+]>CCOCC.O1CCCC1>[CH2:26]([N:33]1[CH2:38][CH2:37][CH2:36][C:35]([C:2]2[CH:7]=[CH:6][C:5]([C:8]([CH3:16])([CH3:15])[CH2:9][CH2:10][CH2:11][CH2:12][CH2:13][CH3:14])=[CH:4][C:3]=2[O:17][CH2:18][C:19]2[CH:24]=[CH:23][CH:22]=[CH:21][CH:20]=2)([OH:39])[CH2:34]1)[C:27]1[CH:28]=[CH:29][CH:30]=[CH:31][CH:32]=1 |f:3.4|. Reaction conditions: temperature -10 celsius, time 30 minute. Procedure: A solution of 20.0 g. (51.4 mmols) of 1-bromo-2-benzyloxy-4-(1,1-dimethylheptyl)benzene in 75 ml. of tetrahydrofuran is slowly added to 2.5 g. (103 mmols) of 70-80 mesh magnesium metal. The resulting mixture is refluxed for 20 minutes and is then cooled to -10° C. A solution of 9.71 g. (51.4 mmols) of N-benzyl-3-piperidone in 25 ml. of tetrahydrofuran is then added at such a rate that the reaction temperature is maintained below 0° C. The reaction mixture is stirred for 30 minutes following comp... Yields the product C(C1=CC=CC=C1)N1CC(CCC1)(O)C1=C(C=C(C=C1)C(CCCCCC)(C)C)OCC1=CC=CC=C1 (1-Benzyl-3-[2-benzyloxy-4-(1,1-dimethylheptyl)phenyl]3-hydroxypiperidine). Starting materials: BrC1=C(C=C(C=C1)C(CCCCCC)(C)C)OCC1=CC=CC=C1 (1-bromo-2-benzyloxy-4-(1,1-dimethylheptyl)benzene), [Cl-].[NH4+] (ammonium chloride), C(C1=CC=CC=C1)N1CC(CCC1)=O (N-benzyl-3-piperidone), 70-80, [Mg] (magnesium). The solvent is O1CCCC1 (tetrahydrofuran), O1CCCC1 (tetrahydrofuran), CCOCC (ether). Reactants: O=C1CCC(=O)N1Br, O=C(OOC(=O)c1ccccc1)c1ccccc1, Cc1cc(-n2cccn2)ccn1, ClC(Cl)(Cl)Cl. Yields the product BrCc1cc(-n2cccn2)ccn1. Reaction SMILES: [Br:13][N:14]1[C:15](=[O:16])[CH2:17][CH2:18][C:19]1=[O:20].[C:21]([O:22][O:23][C:24](=[O:25])[c:26]1[cH:27][cH:28][cH:29][cH:30][cH:31]1)(=[O:32])[c:33]1[cH:34][cH:35][cH:36][cH:37][cH:38]1.[CH3:1][c:2]1[n:3][cH:4][cH:5][c:6](-[n:8]2[n:9][cH:10][cH:11][cH:12]2)[cH:7]1.[Cl:39][C:40]([Cl:41])([Cl:42])[Cl:43]>>[CH2:1]([c:2]1[n:3][cH:4][cH:5][c:6](-[n:8]2[n:9][cH:10][cH:11][cH:12]2)[cH:7]1)[Br:13]. The reactants are Cl (HCl), N([C@@H](C)C(=O)N[C@H](CCC(N)=O)C(=O)OCCCC)C(=O)OCC1=CC=CC=C1 (Z-Ala-D-Gln-O-n-Bu), C(C)(=O)OCC.N1=C(C=CC=C1)CC(=O)O.O (ethyl acetate pyridine-acetic acid water). Reagents/catalysts: [Pd] (Pd). Run in C(C)(=O)O (acetic acid). Product: N[C@@H](C)C(=O)N[C@H](CCC(N)=O)C(=O)OCCCC (L-Ala-D-Gln-O-n-Bu). As a reaction SMILES: [NH:1](C(OCC1C=CC=CC=1)=O)[C@H:2]([C:4]([NH:6][C@@H:7]([C:13]([O:15][CH2:16][CH2:17][CH2:18][CH3:19])=[O:14])[CH2:8][CH2:9][C:10](=[O:12])[NH2:11])=[O:5])[CH3:3].Cl.C(OCC)(=O)C.N1C=CC=CC=1CC(O)=O.O>C(O)(=O)C.[Pd]>[NH2:1][C@H:2]([C:4]([NH:6][C@@H:7]([C:13]([O:15][CH2:16][CH2:17][CH2:18][CH3:19])=[O:14])[CH2:8][CH2:9][C:10](=[O:12])[NH2:11])=[O:5])[CH3:3] |f:2.3.4|. Procedure details: 330 mg (0.8 mM) of (II), dissolved in 30 ml of glacial acetic acid, are hydrogenated for 4 hours, in the presence of 330 mg of Pd (5%) on charcoal and of 1 ml (1 mM) of N HCl. It is checked, by thin layer chromatography on silica gel in the system ethyl acetate-pyridine-acetic acid-water (6:2:0.6:1), that the hydrogenation is complete, then the catalyst is filtered off and the solvent concentrated. The residual oil is dried carefully under vacuum (dessicator, with P2O5) and used as such in the f...